This data is from the Open Reaction Database (ORD), a public repository of structured organic reaction records. The task is: describe an organic reaction: reactants, conditions, products, and yield Reactants: [OH-].C[N+](CC1=CC=CC=C1)(C)C (N,N,N-trimethylbenzenemethanaminium hydroxide), C1(=CC=CC=C1)CNCC1OC2=C(CC1)C=CC=C2 ((±)-3,4-dihydro-N-(phenylmethyl)-2H-1-benzopyran-2-methanamine), O(CC)CC (1,1'-oxybisethane). The solvent is C(C=C)#N (2-propenenitrile). Conditions: time 4 day. Yields the product O1C(CCC2=C1C=CC=C2)CN(CCC#N)CC2=CC=CC=C2 ((±)-3-[[(3,4-dihydro-2H-1-benzopyran-2-yl)methyl](phenylmethyl)amino]propanenitrile). The yield is 28.6%. Reaction SMILES: [OH-].C[N+:3](C)(C)[CH2:4][C:5]1C=CC=C[CH:6]=1.[C:13]1([CH2:19][NH:20][CH2:21][CH:22]2[CH2:27][CH2:26][C:25]3[CH:28]=[CH:29][CH:30]=[CH:31][C:24]=3[O:23]2)[CH:18]=[CH:17][CH:16]=[CH:15][CH:14]=1.O(CC)CC>C(#N)C=C>[O:23]1[C:24]2[CH:31]=[CH:30][CH:29]=[CH:28][C:25]=2[CH2:26][CH2:27][CH:22]1[CH2:21][N:20]([CH2:19][C:13]1[CH:14]=[CH:15][CH:16]=[CH:17][CH:18]=1)[CH2:6][CH2:5][C:4]#[N:3] |f:0.1|. Procedure details: 3 ml of N,N,N-trimethylbenzenemethanaminium hydroxide was added dropwise to a stirred mixture of 60 g (±)-3,4-dihydro-N-(phenylmethyl)-2H-1-benzopyran-2-methanamine in 350 ml of 2-propenenitrile. After stirring for 4 days at reflux temperature, the reaction mixture was cooled and poured into 1,1'-oxybisethane. The whole was filtered over diatomaceous earth and the filtrate was evaporated, yielding 21 g (28.6%) of (±)-3-[[(3,4-dihydro-2H-1-benzopyran-2-yl)methyl](phenylmethyl)amino]propanenitrile... Starting materials: C[Si](C)(C)C#N (trimethyl-silyl cyanide), C(C=CC1=CC=CC=C1)#N (cinnamonitrile), toluenic solution, [H-].C(C(C)C)[Al+]CC(C)C (diisobutylaluminum hydride), S(=O)(=O)([O-])[O-].[Na+].[Na+] (sodium sulfate). The solvent is C1(=CC=CC=C1)C (toluene), CO (methanol). Conditions: temperature -40 celsius. Product: NC(C#N)C=CC1=CC=CC=C1 (2-amino-4-phenyl-3-butene-nitrile). Isolated yield 33.0%. Reaction SMILES: [C:1](#[N:10])[CH:2]=[CH:3][C:4]1[CH:9]=[CH:8][CH:7]=[CH:6][CH:5]=1.[H-].C([Al+]CC(C)C)C(C)C.C[Si]([C:25]#[N:26])(C)C.S([O-])([O-])(=O)=O.[Na+].[Na+]>C1(C)C=CC=CC=1.CO>[NH2:10][CH:1]([CH:2]=[CH:3][C:4]1[CH:9]=[CH:8][CH:7]=[CH:6][CH:5]=1)[C:25]#[N:26] |f:1.2,4.5.6|. Reported procedure: 10 millimoles (1.29 g) of cinnamonitrile are dissolved in 150 ml of anhydrous toluene at -70° C., under an argon atmosphere. 15 millimoles of a toluenic solution 1.5M of diisobutylaluminum hydride (10 ml) are added, dropwise, at -70° C. The stirring is maintained at this temperature for 30 minutes, then 2 ml of trimethyl-silyl cyanide are added at -40° C. The stirring is then maintained at -40° C. for 2 hours. The reaction mixture is then hydrolyzed at -20° C. with 10 ml methanol and with pasty ... Reactants: [H-].[Na+] (NaH), CC1(OC2=CC=C(C=C2[C@H]([C@@H]1Br)O)C#N)C (trans-2,2-dimethyl-3-bromo-6-cyanochroman-4-ol). Run in CS(=O)C (DMSO). Reaction conditions: time 1 hour. Yields the product CC1(OC2=CC=C(C=C2C2C1O2)C#N)C (2,2-dimethyl-3,4-epoxy-6-cyanochroman). Reaction SMILES: [H-].[Na+].[CH3:3][C:4]1([CH3:18])[C@@H:13](Br)[C@H:12]([OH:15])[C:11]2[C:6](=[CH:7][CH:8]=[C:9]([C:16]#[N:17])[CH:10]=2)[O:5]1>CS(C)=O>[CH3:3][C:4]1([CH3:18])[CH:13]2[O:15][CH:12]2[C:11]2[C:6](=[CH:7][CH:8]=[C:9]([C:16]#[N:17])[CH:10]=2)[O:5]1 |f:0.1|. Reported procedure: 0.4 g of a 60% dispersion of NaH in oil is added with stirring to a solution of 2.82 g of trans-2,2-dimethyl-3-bromo-6-cyanochroman-4-ol in 15 ml of DMSO. The mixture is stirred for 1 hour, 2,2-dimethyl-3,4-epoxy-6-cyanochroman being formed as an intermediate. 1.43 9 of 1H-2-pyridone and a further 0.5 g of the NaH dispersion are added and the mixture is stirred for 16 hours at 20°. Working up analogously to Example 1 gives "A" (m.p. 146-148°) and "B" (m.p. 244°). The solvent is CN(C=O)C (dimethylformamide). Yields the product N1(CCCCC1)CCCCCCN1C2=C(NC(C3=C1C=CC=C3)=O)C=CC=N2 (5,11-Dihydro-11-[6-(1-piperidinyl)hexyl]-6H-pyrido[2,3-b][1,4]benzodiazepin-6-one). Procedure: 24.1 g (0.08 mol) of 5,11-dihydro-5-(phenylmethyl)-6H-pyrido[2,3-b][1,4]benzodiazepin-6-one (m.p. 152°-154° C.) were dissolved in 180 ml of anhydrous dimethylformamide, then 2.88 g (0.096 mol) of an 80% sodium hydride dispersion in mineral oil were added at ambient temperature and the resulting mixture was stirred for 45 minutes at 60° C. Then 23.8 g (0.096 mol) of 1-bromo-6-(1-piperidinyl)hexane were added dropwise and the mixture was heated to 120° C. for 30 minutes. After evaporation in vacuo... The reactants are [H-].[Na+] (sodium hydride), C1(=CC=CC=C1)CN1C2=C(NC3=C(C1=O)C=CC=C3)N=CC=C2 (5,11-dihydro-5-(phenylmethyl)-6H-pyrido[2,3-b][1,4]benzodiazepin-6-one), BrCCCCCCN1CCCCC1 (1-bromo-6-(1-piperidinyl)hexane). Reaction SMILES: C1(C[N:8]2[C:14](=[O:15])[C:13]3[CH:16]=[CH:17][CH:18]=[CH:19][C:12]=3[NH:11][C:10]3[N:20]=[CH:21][CH:22]=[CH:23][C:9]2=3)C=CC=CC=1.[H-].[Na+].Br[CH2:27][CH2:28][CH2:29][CH2:30][CH2:31][CH2:32][N:33]1[CH2:38][CH2:37][CH2:36][CH2:35][CH2:34]1>CN(C)C=O>[N:33]1([CH2:32][CH2:31][CH2:30][CH2:29][CH2:28][CH2:27][N:11]2[C:12]3[CH:19]=[CH:18][CH:17]=[CH:16][C:13]=3[C:14](=[O:15])[NH:8][C:9]3[CH:23]=[CH:22][CH:21]=[N:20][C:10]2=3)[CH2:38][CH2:37][CH2:36][CH2:35][CH2:34]1 |f:1.2|. Reaction conditions: temperature 60 celsius, time 45 minute. The reactants are C(#CCCCCCCCCCC)C=1N=CN(C1)C(C1=CC=CC=C1)(C1=CC=CC=C1)C1=CC=CC=C1 (4-(1-dodecynyl)-1-(triphenylmethyl) imidazole), [H][H] (hydrogen). Reagents/catalysts: [Pd] (Pd/C). Solvent: C(C)(=O)O (acetic acid). Reaction conditions: time 16 hour. Product: C(CCCCCCCCCCC)C=1N=CNC1 (4-Dodecylimidazole). The yield is 89.7%. RXN SMILES: [C:1]([C:13]1[N:14]=[CH:15][N:16](C(C2C=CC=CC=2)(C2C=CC=CC=2)C2C=CC=CC=2)[CH:17]=1)#[C:2][CH2:3][CH2:4][CH2:5][CH2:6][CH2:7][CH2:8][CH2:9][CH2:10][CH2:11][CH3:12].[H][H]>C(O)(=O)C.[Pd]>[CH2:1]([C:13]1[N:14]=[CH:15][NH:16][CH:17]=1)[CH2:2][CH2:3][CH2:4][CH2:5][CH2:6][CH2:7][CH2:8][CH2:9][CH2:10][CH2:11][CH3:12]. Procedure: Twenty percent Pd/C (1 g) was added to a solution of 4-(1-dodecynyl)-1-(triphenylmethyl) imidazole (2.39 g, 5 mmol) in glacial acetic acid (100 mL), along with 50 psi of hydrogen gas. Stirred for 16 hours and concentrated in vacuo. The residue was made basic with saturated Na2CO3, neutralized with 1N HCl, and extracted with ether. The ether layer was dried over MgSO4, filtered, and concentrated to give an oily white solid. Recrystallized from hexanes to give the title compound as a white solid (... Reactants: O=C([O-])O, ClCCl, O=C(OO)c1cccc(Cl)c1, [Na+], ClCCCCSCc1cccnc1. As a reaction SMILES: [C:25](=[O:26])([OH:27])[O-:28].[CH2:30]([Cl:31])[Cl:32].[Cl:1][c:2]1[cH:3][cH:4][cH:5][c:6]([C:7]([O:8][OH:10])=[O:9])[cH:11]1.[Na+:29].[n:12]1[cH:13][c:14]([CH2:18][S:19][CH2:20][CH2:21][CH2:22][CH2:23][Cl:24])[cH:15][cH:16][cH:17]1>>[O:9]=[S:19]([CH2:18][c:14]1[cH:13][n:12][cH:17][cH:16][cH:15]1)[CH2:20][CH2:21][CH2:22][CH2:23][Cl:24]. Yields the product O=S(CCCCCl)Cc1cccnc1.